From a dataset of the Open Reaction Database (ORD), a public repository of structured organic reaction records. describe an organic reaction: reactants, conditions, products, and yield Reactants: C(C)(C)(C)OC(=O)N1CC(CC1)=O (1-(t-butoxycarbonyl)-3-pyrrolidone), CO[NH3+].[Cl-] (o-methylhydroxylamine hydrochloride). The solvent is N1=CC=CC=C1 (pyridine). Reaction conditions: time 8 hour. Product: C(C)(C)(C)OC(=O)N1CC(CC1)=NOC (1-(t-butoxycarbonyl)-3-methoxyiminopyrrolidine). Isolated yield 99.4%. RXN SMILES: [C:1]([O:5][C:6]([N:8]1[CH2:12][CH2:11][C:10](=O)[CH2:9]1)=[O:7])([CH3:4])([CH3:3])[CH3:2].[CH3:14][O:15][NH3+:16].[Cl-]>N1C=CC=CC=1>[C:1]([O:5][C:6]([N:8]1[CH2:12][CH2:11][C:10](=[N:16][O:15][CH3:14])[CH2:9]1)=[O:7])([CH3:4])([CH3:3])[CH3:2] |f:1.2|. Procedure details: 27 ml of anhydrous pyridine were added to a mixture of 2.0 g of 1-(t-butoxycarbonyl)-3-pyrrolidone and 992 mg of o-methylhydroxylamine hydrochloride, and the mixture was kept stirred overnight at room temperature. After completion of the reaction, the solvent was distilled off and saturated aqueous sodium bicarbonate solution was added to the residue until it was basic. The mixture was extracted with chloroform, and the extract was dried over anhydrous magnesium sulfate and concentrated. The res... Reactants: COc1ccc(NC(=O)c2ccc3nc(Br)sc3c2)cc1OC, CN(CCN)C(=O)OC(C)(C)C, CN1CCCC1=O, O. The product is COc1ccc(NC(=O)c2ccc3nc(NCCN(C)C(=O)OC(C)(C)C)sc3c2)cc1OC. RXN SMILES: [Br:1][c:2]1[s:3][c:4]2[c:5]([n:6]1)[cH:7][cH:8][c:9]([C:11](=[O:12])[NH:13][c:14]1[cH:15][c:16]([O:22][CH3:23])[c:17]([O:20][CH3:21])[cH:18][cH:19]1)[cH:10]2.[C:24]([CH3:25])([CH3:26])([CH3:27])[O:28][C:29]([N:30]([CH3:31])[CH2:32][CH2:33][NH2:34])=[O:35].[CH3:37][N:38]1[CH2:39][CH2:40][CH2:41][C:42]1=[O:43].[OH2:36]>>[c:2]1([NH:34][CH2:33][CH2:32][N:30]([C:29]([O:28][C:24]([CH3:25])([CH3:26])[CH3:27])=[O:35])[CH3:31])[s:3][c:4]2[c:5]([n:6]1)[cH:7][cH:8][c:9]([C:11](=[O:12])[NH:13][c:14]1[cH:15][c:16]([O:22][CH3:23])[c:17]([O:20][CH3:21])[cH:18][cH:19]1)[cH:10]2. Reactants: ClC=1C(=CC(=C(C1)N1CCC(CC1)C)[N+](=O)[O-])F (1-(5-chloro-4-fluoro-2-nitro-phenyl)-4-methyl-piperidine), CN1CCNCC1 (1-methylpiperazine). The solvent is CO.ClCCl (MeOH dichloromethane). The product is 10-g, FC1=C(C=C(C(=C1)[N+](=O)[O-])N1CCC(CC1)C)N1CCN(CC1)C (1-[2-Fluoro-5-(4-methyl-piperidin-1-yl)-4-nitro-phenyl]-4-methyl-piperazine). The yield is 93.9%. Reaction SMILES: Cl[C:2]1[C:3]([F:18])=[CH:4][C:5]([N+:15]([O-:17])=[O:16])=[C:6]([N:8]2[CH2:13][CH2:12][CH:11]([CH3:14])[CH2:10][CH2:9]2)[CH:7]=1.[CH3:19][N:20]1[CH2:25][CH2:24][NH:23][CH2:22][CH2:21]1>CO.ClCCl>[F:18][C:3]1[CH:4]=[C:5]([N+:15]([O-:17])=[O:16])[C:6]([N:8]2[CH2:13][CH2:12][CH:11]([CH3:14])[CH2:10][CH2:9]2)=[CH:7][C:2]=1[N:23]1[CH2:24][CH2:25][N:20]([CH3:19])[CH2:21][CH2:22]1 |f:2.3|. Reported procedure: The procedure of Example 4, step (b) was followed using 88 mg (0.19 mmol based on 60% purity by 1H-NMR) of 1-(5-chloro-4-fluoro-2-nitro-phenyl)-4-methyl-piperidine (as prepared in the previous step) and 105 μL (0.950 mmol) of 1-methylpiperazine at 150° C. for 16 h. Chromatography on a 10-g silica SPE column with 24% MeOH-dichloromethane afforded 60 mg (94%) of the title compound as a crystalline orange solid: Mass spectrum (ESI, m/z): Calcd. for C17H25FN4O2, 337.2 (M+H), found 337.2.